This data is from the Open Reaction Database (ORD), a public repository of structured organic reaction records. The task is: describe an organic reaction: reactants, conditions, products, and yield The reactants are C(C)(C)(C)OC(NC1C(CC2=CC=C(C=C12)NC1=NN2C(C=N1)=CC=C2C2=CC(=CC=C2)S(NC(C)(C)C)(=O)=O)O)=O ({6-[7-(3-tert-butylsulfamoyl-phenyl)-pyrrolo[2,1-f][1,2,4]triazin-2-ylamino]-2-hydroxy-indan-1-yl}-carbamic acid tert-butyl ester), FC(C(=O)O)(F)F (trifluoroacetic acid). The solvent is C(Cl)Cl (methylene chloride). Product: FC(C(=O)O)(F)F.NC1C(CC2=CC=C(C=C12)NC1=NN2C(C=N1)=CC=C2C=2C=C(C=CC2)S(=O)(=O)NC(C)(C)C)O (3-[2-(3-Amino-2-hydroxy-indan-5-ylamino)-pyrrolo[2,1-f][1,2,4]triazin-7-yl]-N-tert-butyl-benzenesulfonamide; compound with trifluoro-acetic acid). As a reaction SMILES: C(OC(=O)[NH:7][CH:8]1[C:16]2[C:11](=[CH:12][CH:13]=[C:14]([NH:17][C:18]3[N:23]=[CH:22][C:21]4=[CH:24][CH:25]=[C:26]([C:27]5[CH:32]=[CH:31][CH:30]=[C:29]([S:33](=[O:40])(=[O:39])[NH:34][C:35]([CH3:38])([CH3:37])[CH3:36])[CH:28]=5)[N:20]4[N:19]=3)[CH:15]=2)[CH2:10][CH:9]1[OH:41])(C)(C)C.[F:43][C:44]([F:49])([F:48])[C:45]([OH:47])=[O:46]>C(Cl)Cl>[F:43][C:44]([F:49])([F:48])[C:45]([OH:47])=[O:46].[NH2:7][CH:8]1[C:16]2[C:11](=[CH:12][CH:13]=[C:14]([NH:17][C:18]3[N:23]=[CH:22][C:21]4=[CH:24][CH:25]=[C:26]([C:27]5[CH:28]=[C:29]([S:33]([NH:34][C:35]([CH3:37])([CH3:36])[CH3:38])(=[O:39])=[O:40])[CH:30]=[CH:31][CH:32]=5)[N:20]4[N:19]=3)[CH:15]=2)[CH2:10][CH:9]1[OH:41] |f:3.4|. Procedure: The titled compound was prepared through an acid catalyzed deprotection using {6-[7-(3-tert-butylsulfamoyl-phenyl)-pyrrolo[2,1-f][1,2,4]triazin-2-ylamino]-2-hydroxy-indan-1-yl}-carbamic acid tert-butyl ester and trifluoroacetic acid in methylene chloride to provide as a light brown lyophilate. LCMS (E/I+) 493 (M+H). 1H NMR (400 MHz, DMSO-d6) δ 9.64 (s, 1H), 9.05 (s, 1H), 8.50 (s, 1H), 8.45 (d, 1H, J=7.7 Hz), 8.38 (s, 3H), 7.88 (d, 1H, J=8.2 Hz), 7.83 (dd, 1H, J=7.8 Hz), 7.70 (t, 1H, J=7.8 Hz), 7... Starting materials: F[B-](F)(F)F, COC(=O)C(=Cc1cc(F)ccc1F)NC(=O)OC(C)(C)C, CO. Yields the product COC(=O)C(Cc1cc(F)ccc1F)NC(=O)OC(C)(C)C. As a reaction SMILES: [B-:23]([F:24])([F:25])([F:26])[F:27].[CH3:1][O:2][C:3]([C:4](=[CH:5][c:6]1[c:7]([F:13])[cH:8][cH:9][c:10]([F:12])[cH:11]1)[NH:14][C:15](=[O:16])[O:17][C:18]([CH3:19])([CH3:20])[CH3:21])=[O:22].[CH3:28][OH:29]>>[CH3:1][O:2][C:3]([CH:4]([CH2:5][c:6]1[c:7]([F:13])[cH:8][cH:9][c:10]([F:12])[cH:11]1)[NH:14][C:15](=[O:16])[O:17][C:18]([CH3:19])([CH3:20])[CH3:21])=[O:22]. As a reaction SMILES: [C:1]([O:5][C:6]([NH:8][CH2:9][CH:10]([CH3:19])[CH2:11][NH:12][C@@H:13]([C:15]([O:17][CH3:18])=[O:16])[CH3:14])=[O:7])([CH3:4])([CH3:3])[CH3:2].[C:20](ON1C(=O)CCC1=O)([O:22][CH2:23][C:24]1[CH:29]=[CH:28][CH:27]=[CH:26][CH:25]=1)=[O:21]>ClCCl>[CH2:23]([O:22][C:20]([N:12]([CH2:11][CH:10]([CH3:19])[CH2:9][NH:8][C:6]([O:5][C:1]([CH3:4])([CH3:2])[CH3:3])=[O:7])[C@@H:13]([C:15]([O:17][CH3:18])=[O:16])[CH3:14])=[O:21])[C:24]1[CH:29]=[CH:28][CH:27]=[CH:26][CH:25]=1. The solvent is ClCCl (dichloromethane). Conditions: time 3 day. Starting materials: C(C)(C)(C)OC(=O)NCC(CN[C@H](C)C(=O)OC)C (methyl N-{3-[(tert-butoxycarbonyl)amino]-2-methylpropyl}-D-alaninate), C(=O)(OCC1=CC=CC=C1)ON1C(=O)CCC1=O (Cbz-OSu). Product: C(C1=CC=CC=C1)OC(=O)N([C@H](C)C(=O)OC)CC(CNC(=O)OC(C)(C)C)C (methyl N-[(benzyloxy)carbonyl]-N-{3-[(tert-butoxycarbonyl)amino]-2-methylpropyl}-D-alaninate). Procedure details: To a stirred solution of methyl N-{3-[(tert-butoxycarbonyl)amino]-2-methylpropyl}-D-alaninate (2.5 g, −8.9 mmol) in dichloromethane (50 mL) was added Cbz-OSu (2.25 g, 9.0 mmol). The resulting mixture was stirred at room temperature for 3 days. The solvent was removed on a rotavap, and the crude product was purified by flash chromatography on a Biotage® system (silica, 25-80% ethyl acetate in hexanes) to yield methyl N-[(benzyloxy)carbonyl]-N-{3-[(tert-butoxycarbonyl)amino]-2-methylpropyl}-D-alan... Starting materials: O=C(Br)CBr, O=C([O-])O, ClCCl, Cc1onc(C(=O)c2ccc(Cl)cc2)c1N, [Na+], [Na+], [Na+], O=C([O-])[O-], O. Product: Cc1onc(C(=O)c2ccc(Cl)cc2)c1NC(=O)CBr. As a reaction SMILES: [Br:1][CH2:2][C:3](=[O:4])[Br:5].[C:28](=[O:29])([OH:30])[O-:31].[Cl:33][CH2:34][Cl:35].[NH2:6][c:7]1[c:8]([C:13](=[O:14])[c:15]2[cH:16][cH:17][c:18]([Cl:21])[cH:19][cH:20]2)[n:9][o:10][c:11]1[CH3:12].[Na+:22].[Na+:23].[Na+:32].[O-:24][C:25](=[O:26])[O-:27].[OH2:36]>>[Br:1][CH2:2][C:3](=[O:4])[NH:6][c:7]1[c:8]([C:13](=[O:14])[c:15]2[cH:16][cH:17][c:18]([Cl:21])[cH:19][cH:20]2)[n:9][o:10][c:11]1[CH3:12]. The reactants are ClC(C(=O)Cl)(Cl)Cl (trichloroacetyl chloride), FC1=CC(=C(N)C=C1)C (4-fluoro-2-methylaniline), N1=CC=CC=C1 (pyridine). Run in ClC(C)Cl (dichloroethane), ClCCl (dichloromethane). Reaction conditions: time 1 hour. The product is ClC(C(=O)NC1=C(C=C(C=C1)F)C)(Cl)Cl (2,2,2-Trichloro-N-(4-fluoro-2-methylphenyl)acetamide). Reaction SMILES: [Cl:1][C:2]([Cl:7])([Cl:6])[C:3](Cl)=[O:4].[F:8][C:9]1[CH:15]=[CH:14][C:12]([NH2:13])=[C:11]([CH3:16])[CH:10]=1.N1C=CC=CC=1>ClC(Cl)C.ClCCl>[Cl:1][C:2]([Cl:7])([Cl:6])[C:3]([NH:13][C:12]1[CH:14]=[CH:15][C:9]([F:8])=[CH:10][C:11]=1[CH3:16])=[O:4]. Reported procedure: A solution of 9.1 g (0.05 mol) of trichloroacetyl chloride in 40 ml of dichloroethane is added at -5° C. to a solution of 6.25 g (0.05 mol) of 4-fluoro-2-methylaniline in 75 ml of dichloromethane and 3.95 g (0.05 mol) of pyridine. This solution is stirred at room temperature for one hour and then poured into ice-cold water, and the organic phase is separated after settling has taken place, washed with water and dried over sodium sulphate. It is filtered, the filtrate is evaporated and the residu... The reactants are CCC#N, CC[N+](CC)(CC)CC, O=c1[nH]c(Cc2cccc(Cl)c2)nc2c1CCN(Cc1ccccc1)CC2, [Cl-], O=P(Cl)(Cl)Cl. Product: Clc1cccc(Cc2nc(Cl)c3c(n2)CCN(Cc2ccccc2)CC3)c1. As a reaction SMILES: [C:43](#[N:44])[CH2:45][CH3:46].[CH2:34]([N+:35]([CH2:36][CH3:37])([CH2:38][CH3:39])[CH2:40][CH3:41])[CH3:42].[CH2:6]([c:7]1[cH:8][cH:9][cH:10][cH:11][cH:12]1)[N:13]1[CH2:14][CH2:15][c:16]2[c:17]([c:20](=[O:32])[nH:21][c:22]([CH2:24][c:25]3[cH:26][c:27]([Cl:31])[cH:28][cH:29][cH:30]3)[n:23]2)[CH2:18][CH2:19]1.[Cl-:33].[P:1]([Cl:2])([Cl:3])([Cl:4])=[O:5]>>[Cl:3][c:20]1[c:17]2[c:16]([n:23][c:22]([CH2:24][c:25]3[cH:26][c:27]([Cl:31])[cH:28][cH:29][cH:30]3)[n:21]1)[CH2:15][CH2:14][N:13]([CH2:6][c:7]1[cH:8][cH:9][cH:10][cH:11][cH:12]1)[CH2:19][CH2:18]2.